From a dataset of the Open Reaction Database (ORD), a public repository of structured organic reaction records. describe an organic reaction: reactants, conditions, products, and yield Starting materials: CC([O-])=S, CCOC(=O)c1csc(N2CCC(OS(C)(=O)=O)C2)n1, CN(C)C=O, [K+]. Product: CCOC(=O)c1csc(N2CCC(C(C)=O)C2)n1. RXN SMILES: [C:21]([CH3:22])(=[S:23])[O-:24].[CH2:1]([CH3:2])[O:3][C:4](=[O:5])[c:6]1[n:7][c:8]([N:11]2[CH2:12][CH:13]([O:16][S:17]([CH3:18])(=[O:19])=[O:20])[CH2:14][CH2:15]2)[s:9][cH:10]1.[CH3:26][N:27]([CH3:28])[CH:29]=[O:30].[K+:25]>>[CH2:1]([CH3:2])[O:3][C:4](=[O:5])[c:6]1[n:7][c:8]([N:11]2[CH2:12][CH:13]([C:21]([CH3:22])=[O:24])[CH2:14][CH2:15]2)[s:9][cH:10]1. Reactants: [H-].[Na+] (Sodium hydride), OC(C(=O)O)CCCC (2-Hydroxy caproic acid), IC (Iodomethane). The solvent is C1CCOC1 (THF). Conditions: time 40 minute. Yields the product COC(C(=O)O)CCCC (2-methoxy caproic acid). RXN SMILES: [OH:1][CH:2]([CH2:6][CH2:7][CH2:8][CH3:9])[C:3]([OH:5])=[O:4].[H-].[Na+].I[CH3:13]>C1COCC1>[CH3:13][O:1][CH:2]([CH2:6][CH2:7][CH2:8][CH3:9])[C:3]([OH:5])=[O:4] |f:1.2|. Procedure details: 2-Hydroxy caproic acid (152 mg, 1.15 mmol) was dissolved in 3 mL anhydrous THF. Sodium hydride (95%, 61 mg, 2.41 mmol) was added and the mixture was stirred at room temperature for 40 min. Iodomethane (0.7 mL) was added and the mixture was stirred at room temperature overnight. It was quenched with water, stirred for 4 hours to hydrolyze the methyl ester, and then adjusted to pH 4 with 10% citric acid. The mixture was extracted with 5% methanol in dichloromethane, organic layer dried over sodium... Starting materials: O=C([O-])[O-], CI, [K+], [K+], CN(C)C=O, O, O=c1[nH]c2sc3c(c2c(=O)o1)CCCC3. Yields the product Cn1c(=O)oc(=O)c2c3c(sc21)CCCC3. Reaction SMILES: [C:16](=[O:17])([O-:18])[O-:19].[CH3:27][I:28].[K+:20].[K+:21].[O:22]=[CH:23][N:24]([CH3:25])[CH3:26].[OH2:29].[nH:1]1[c:2](=[O:15])[o:3][c:4](=[O:14])[c:5]2[c:6]1[s:7][c:8]1[c:9]2[CH2:10][CH2:11][CH2:12][CH2:13]1>>[n:1]1([CH3:16])[c:2](=[O:15])[o:3][c:4](=[O:14])[c:5]2[c:6]1[s:7][c:8]1[c:9]2[CH2:10][CH2:11][CH2:12][CH2:13]1. Starting materials: C(C)(C)(C)C1=C(C=CC=C1)OC1=C(C=CC=C1)[N+](=O)[O-] (1-tert-butyl-2-(2-nitrophenoxy)benzene). Reagents/catalysts: [Pd] (Pd/C). Solvent: CO.C1CCOC1 (MeOH THF). Yields the product C(C)(C)(C)C1=C(OC2=C(C=CC=C2)N)C=CC=C1 (2-(2-tert-Butylphenoxy)benzenamine). Yield: 61.8%. As a reaction SMILES: [C:1]([C:5]1[CH:10]=[CH:9][CH:8]=[CH:7][C:6]=1[O:11][C:12]1[CH:17]=[CH:16][CH:15]=[CH:14][C:13]=1[N+:18]([O-])=O)([CH3:4])([CH3:3])[CH3:2]>CO.C1COCC1.[Pd]>[C:1]([C:5]1[CH:10]=[CH:9][CH:8]=[CH:7][C:6]=1[O:11][C:12]1[CH:17]=[CH:16][CH:15]=[CH:14][C:13]=1[NH2:18])([CH3:4])([CH3:2])[CH3:3] |f:1.2|. Reported procedure: To a solution of 1-tert-butyl-2-(2-nitrophenoxy)benzene (20 g, crude) in MeOH/THF (1:1, 200 mL) was added 10% Pd/C (2 g). The mixture was hydrogenated under 75 psi overnight. The mixture was filtered through Celite® cake and the filtrate was evaporated to give the crude product as a black oil. Purification by flash chromatography (0-30% EtOAc/hexane) provided 135a (11 g) as a brown solid. Reactants: S(=O)(Cl)Cl (Thionyl chloride), C(#N)C(C(CC(=O)OCC#CCO)C1=CC=CC=C1)C1=CC=CC=C1 (4-hydroxy-2-butynyl 4-cyano-3,4-diphenylbutyrate). Run in N1=CC=CC=C1 (pyridine), CCOCC (ether), C(Cl)Cl (methylene chloride). Reaction conditions: time 2 hour. Product: C(#N)C(C(CC(=O)OCC#CCCl)C1=CC=CC=C1)C1=CC=CC=C1 (4-Chloro-2-butynyl 4-Cyano-3,4-diphenylbutyrate). Yield: 25.0%. Reaction SMILES: S(Cl)([Cl:3])=O.[C:5]([CH:7]([C:24]1[CH:29]=[CH:28][CH:27]=[CH:26][CH:25]=1)[CH:8]([C:18]1[CH:23]=[CH:22][CH:21]=[CH:20][CH:19]=1)[CH2:9][C:10]([O:12][CH2:13][C:14]#[C:15][CH2:16]O)=[O:11])#[N:6]>N1C=CC=CC=1.CCOCC.C(Cl)Cl>[C:5]([CH:7]([C:24]1[CH:29]=[CH:28][CH:27]=[CH:26][CH:25]=1)[CH:8]([C:18]1[CH:23]=[CH:22][CH:21]=[CH:20][CH:19]=1)[CH2:9][C:10]([O:12][CH2:13][C:14]#[C:15][CH2:16][Cl:3])=[O:11])#[N:6]. Procedure details: Thionyl chloride (3.56 g, 30.0 mmol) was added via syringe over a 5 min period to a stirred solution of 8.00 g (24.0 mmol) of 4-hydroxy-2-butynyl 4-cyano-3,4-diphenylbutyrate in 2.4 ml of pyridine at 0°. The reaction mixture was stirred at room temperature for 2 hours in a flask equipped with a Drierite tube. The mixture was diluted with 40 ml of ether and 100 ml of methylene chloride and was washed sequentially with 40 ml of hydrochloric acid, 40 ml of saturated aqueous sodium bicarbonate, thre... Reactants: C1CCOC1, CCOC(=O)c1cc(Br)c(OCC2CC2)nc1C, Cl, [Na+], [OH-], O=C(O)CC(O)(CC(=O)O)C(=O)O. Product: Cc1nc(OCC2CC2)c(Br)cc1C(=O)O. As a reaction SMILES: [CH2:35]1[O:36][CH2:37][CH2:38][CH2:39]1.[CH2:3]([CH3:4])[O:5][C:6]([c:7]1[c:8]([CH3:19])[n:9][c:10]([O:14][CH2:15][CH:16]2[CH2:17][CH2:18]2)[c:11]([Br:13])[cH:12]1)=[O:20].[ClH:21].[Na+:2].[OH-:1].[OH:22][C:23]([CH2:24][C:25]([C:26](=[O:27])[OH:28])([CH2:29][C:30](=[O:31])[OH:32])[OH:33])=[O:34]>>[O:5]=[C:6]([c:7]1[c:8]([CH3:19])[n:9][c:10]([O:14][CH2:15][CH:16]2[CH2:17][CH2:18]2)[c:11]([Br:13])[cH:12]1)[OH:20].